Task: describe an organic reaction: reactants, conditions, products, and yield. Dataset: the Open Reaction Database (ORD), a public repository of structured organic reaction records The reactants are Cl.C(C)N=C=NCCCN(C)C (1-ethyl-3-(3-dimethylaminopropyl)-carbodiimide hydrochloride), N([C@H](CCCNC(NS(=O)(=O)C1=CC=C(C)C=C1)=N)C(=O)O)C(=O)OCC1=CC=CC=C1 (Z-D-Arg(Tos)-OH), ON1N=NC2=C1C=CC=C2 (1-hydroxybenzotriazole), N([C@@H](CC1=CC=CC=C1)C(=O)N(CCC(=O)OC(C)(C)C)C)C(=O)OCC1=CC=CC=C1 (Z-Phe-MeβAla-O-t-Bu). The reagents and catalysts are [Pd] (Pd-C). Solvent: CO (methanol). Conditions: temperature -1 celsius, time 4 hour. The product is N([C@H](CCCNC(NS(=O)(=O)C1=CC=C(C)C=C1)=N)C(=O)N[C@@H](CC1=CC=CC=C1)C(=O)N(CCC(=O)OC(C)(C)C)C)C(=O)OCC1=CC=CC=C1 (Z-D-Arg(Tos)-Phe-MeβAla-O-t-Bu). Isolated yield 98.3%. Reaction SMILES: [NH:1]([C:23]([O:25]CC1C=CC=CC=1)=O)[C@H:2]([C:10]([N:12]([CH3:22])[CH2:13][CH2:14][C:15]([O:17][C:18]([CH3:21])([CH3:20])[CH3:19])=[O:16])=[O:11])[CH2:3][C:4]1[CH:9]=[CH:8][CH:7]=[CH:6][CH:5]=1.[NH:33]([C:55]([O:57][CH2:58][C:59]1[CH:64]=[CH:63][CH:62]=[CH:61][CH:60]=1)=[O:56])[C@@H:34](C(O)=O)[CH2:35][CH2:36][CH2:37][NH:38][C:39](=[NH:51])[NH:40][S:41]([C:44]1[CH:50]=[CH:49][C:47]([CH3:48])=[CH:46][CH:45]=1)(=[O:43])=[O:42].ON1C2C=CC=CC=2N=N1.Cl.C(N=C=NCCCN(C)C)C>CO.[Pd]>[NH:33]([C:55]([O:57][CH2:58][C:59]1[CH:60]=[CH:61][CH:62]=[CH:63][CH:64]=1)=[O:56])[C@@H:34]([C:23]([NH:1][C@H:2]([C:10]([N:12]([CH3:22])[CH2:13][CH2:14][C:15]([O:17][C:18]([CH3:19])([CH3:20])[CH3:21])=[O:16])=[O:11])[CH2:3][C:4]1[CH:5]=[CH:6][CH:7]=[CH:8][CH:9]=1)=[O:25])[CH2:35][CH2:36][CH2:37][NH:38][C:39](=[NH:51])[NH:40][S:41]([C:44]1[CH:50]=[CH:49][C:47]([CH3:48])=[CH:46][CH:45]=1)(=[O:43])=[O:42] |f:3.4|. Procedure details: Z-Phe-MeβAla-O-t-Bu (21.0 g, 47.6 mmol) was dissolved in methanol (200 ml), and added with 5% Pd-C (water content: 50%, 21 g) as catalyst, and catalytic reduction was carried out for four hours to remove the protective group. After the catalyst was removed by filtration, the solvent was evaporated under reduced pressure, and the residue was dissolved in dimethylformamide (100 ml). Z-D-Arg(Tos)-OH (20.0 g, 43.2 mmol) and 1-hydroxybenzotriazole (6.43 g, 47.6 mmol) were dissolved in the solution. T... Starting materials: N[C@@H](CCCNC(N)=N)C(=O)O (L-arginine), Cl (hydrochloric acid), C(CCCCCCCCCCCCC)(=O)Cl (myristoyl chloride), [OH-].[Na+] (NaOH), [OH-].[Na+] (NaOH). Run in O (water), C(C)(C)O (isopropyl alcohol). Reaction conditions: temperature 50 celsius, time 1 hour. The product is C(CCCCCCCCCCCCC)(=O)N[C@@H](CCCNC(N)=N)C(=O)O (mono-Nα-myristoyl-L-arginine). The yield is 92.2%. Reaction SMILES: [NH2:1][C@H:2]([C:10]([OH:12])=[O:11])[CH2:3][CH2:4][CH2:5][NH:6][C:7](=[NH:9])[NH2:8].[C:13](Cl)(=[O:27])[CH2:14][CH2:15][CH2:16][CH2:17][CH2:18][CH2:19][CH2:20][CH2:21][CH2:22][CH2:23][CH2:24][CH2:25][CH3:26].[OH-].[Na+].Cl>O.C(O)(C)C>[C:13]([NH:1][C@H:2]([C:10]([OH:12])=[O:11])[CH2:3][CH2:4][CH2:5][NH:6][C:7](=[NH:8])[NH2:9])(=[O:27])[CH2:14][CH2:15][CH2:16][CH2:17][CH2:18][CH2:19][CH2:20][CH2:21][CH2:22][CH2:23][CH2:24][CH2:25][CH3:26] |f:2.3|. Procedure details: As in Synthetic Example 1, to 113 g of L-arginine were added 706 g of isopropyl alcohol and 302 g of water. Thereto were concurrently added dropwise 176 g of myristoyl chloride (manufactured by Nippon Oil and Fats Co., Ltd.) and 27 wt % NaOH aqueous solution over a period of 2 hours with the pH being maintained at 10.5 to 11.5 and the reaction temperature, at 10 to 13° C. After 1 hour of aging, the reaction mixture was warmed to 50° C. and adjusted to below pH 2.7 by adding concentrated hydrochl...